From a dataset of the Open Reaction Database (ORD), a public repository of structured organic reaction records. describe an organic reaction: reactants, conditions, products, and yield Starting materials: CC(C)(C)OC(=O)N1C(C(=O)Nc2ccc(C(F)(F)F)nc2)COC1(C)C, CS(C)=O, [H-], CCI, [Na+], O. The product is CCN(C(=O)C1COC(C)(C)N1C(=O)OC(C)(C)C)c1ccc(C(F)(F)F)nc1. RXN SMILES: [C:1]([CH3:2])([CH3:3])([CH3:4])[O:5][C:6](=[O:7])[N:8]1[C:9]([CH3:26])([CH3:27])[O:10][CH2:11][CH:12]1[C:13]([NH:14][c:15]1[cH:16][n:17][c:18]([C:21]([F:22])([F:23])[F:24])[cH:19][cH:20]1)=[O:25].[CH3:34][S:35]([CH3:36])=[O:37].[H-:28].[I:30][CH2:31][CH3:32].[Na+:29].[OH2:33]>>[C:1]([CH3:2])([CH3:3])([CH3:4])[O:5][C:6](=[O:7])[N:8]1[C:9]([CH3:26])([CH3:27])[O:10][CH2:11][CH:12]1[C:13]([N:14]([c:15]1[cH:16][n:17][c:18]([C:21]([F:22])([F:23])[F:24])[cH:19][cH:20]1)[CH2:31][CH3:32])=[O:25]. Starting materials: CC[N+](CC)(CC)Cc1ccccc1, CN(C)c1ccccc1, CC#N, [Cl-], Nc1nc2[nH]ccc2c(=O)[nH]1, O=P(Cl)(Cl)Cl. Yields the product Nc1nc(Cl)c2cc[nH]c2n1. As a reaction SMILES: [CH2:27]([N+:28]([CH2:29][CH3:30])([CH2:31][CH3:32])[CH2:33][CH3:34])[c:35]1[cH:36][cH:37][cH:38][cH:39][cH:40]1.[CH3:12][N:13]([CH3:14])[c:15]1[cH:16][cH:17][cH:18][cH:19][cH:20]1.[CH3:41][C:42]#[N:43].[Cl-:26].[NH2:1][c:2]1[nH:3][c:4](=[O:11])[c:5]2[c:6]([n:7]1)[nH:8][cH:9][cH:10]2.[P:21]([Cl:22])([Cl:23])([Cl:24])=[O:25]>>[NH2:1][c:2]1[n:3][c:4]([Cl:23])[c:5]2[c:6]([n:7]1)[nH:8][cH:9][cH:10]2. Reactants: COC(CC1=CC=C(C=C1)OC1=CC=C(C=C1)Cl)=O ((4-(4-Chloro-phenoxy)-phenyl)-acetic acid methyl ester), [H-].[Na+] (sodium hydride), ice water. Run in C(OC)(OC)=O (dimethyl carbonate). Run at temperature 90 celsius. The product is COC(C(C(=O)OC)C1=CC=C(C=C1)OC1=CC=C(C=C1)Cl)=O (2-(4-(4-Chloro-phenoxy)-phenyl)-malonic acid dimethyl ester). As a reaction SMILES: [H-].[Na+].[CH3:3][O:4][C:5](=[O:21])[CH2:6][C:7]1[CH:12]=[CH:11][C:10]([O:13][C:14]2[CH:19]=[CH:18][C:17]([Cl:20])=[CH:16][CH:15]=2)=[CH:9][CH:8]=1>C(=O)(OC)OC>[CH3:3][O:4][C:5](=[O:21])[CH:6]([C:7]1[CH:8]=[CH:9][C:10]([O:13][C:14]2[CH:19]=[CH:18][C:17]([Cl:20])=[CH:16][CH:15]=2)=[CH:11][CH:12]=1)[C:5]([O:4][CH3:3])=[O:21] |f:0.1|. Procedure: A suspension of sodium hydride (350 mg) in dimethyl carbonate (10 ml) is treated at room temperature with the product obtained in step D. The mixture is heated to 90° C. for 1 hour, cooled and poured into ice water and extracted with methylene chloride. The extract is dried and evaporated to yield 5.7 of the title compound as an oil. The solvent is O (water). As a reaction SMILES: Br[C:2]1[CH:7]=[C:6]([CH3:8])[CH:5]=[CH:4][N:3]=1.[C:9]1([C:18]2[CH:23]=[CH:22][CH:21]=[CH:20][CH:19]=2)[CH:14]=[CH:13][CH:12]=[C:11](B(O)O)[CH:10]=1.C([O-])([O-])=O.[K+].[K+].COCCOC>O>[C:9]1([C:18]2[CH:19]=[CH:20][CH:21]=[CH:22][CH:23]=2)[CH:14]=[CH:13][CH:12]=[C:11]([C:2]2[CH:7]=[C:6]([CH3:8])[CH:5]=[CH:4][N:3]=2)[CH:10]=1 |f:2.3.4|. Reactants: BrC1=NC=CC(=C1)C (2-bromo-4-methylpyridine), C(=O)([O-])[O-].[K+].[K+] (K2CO3), COCCOC (DME), C1(=CC(=CC=C1)B(O)O)C1=CC=CC=C1 (3-biphenylboronic acid), Pd(Ph3)4. Product: C1(=CC(=CC=C1)C1=NC=CC(=C1)C)C1=CC=CC=C1 (2-(biphenyl-3-yl)-4-methylpyridine). Reported procedure: 9.0 g (0.05 mol) of 2-bromo-4-methylpyridine, 12.0 g (0.06 mol) of 3-biphenylboronic acid, 1.7 g (0.0015 mol) of Pd(Ph3)4, 19.0 g (0.135 mol) of K2CO3, 50 mL of DME and 50 mL of water. The reaction mixture was refluxed for 20 hours and separated on silica gel column. MS confirmed the desired product. Starting materials: [Mg] (magnesium), COC(CCCCCCCCCl)OC (1,1-dimethoxy-9-chloro nonane), C1(=CC=CC=C1)C (toluene), Grignard reagent, Cl (hydrochloric acid), O1CCCC1 (tetrahydrofuran), C1(=CC=CC=C1)C (toluene). Run in C(CCC)Cl (butyl chloride). Conditions: temperature 70 celsius, time 2 hour. The product is C(CCCCCCCCCC=CCC)=O (11-tetradecenal). As a reaction SMILES: [Mg].O1CCCC1.CO[CH:9]([O:19]C)[CH2:10][CH2:11][CH2:12][CH2:13][CH2:14][CH2:15][CH2:16][CH2:17]Cl.Cl.[C:22]1(C)[CH:27]=[CH:26]C=[CH:24][CH:23]=1>C(Cl)CCC>[CH:9](=[O:19])[CH2:10][CH2:11][CH2:12][CH2:13][CH2:14][CH2:15][CH2:16][CH2:17][CH2:24][CH:23]=[CH:22][CH2:27][CH3:26]. Procedure details: To 0.85 gm of magnesium in a thoroughly dried flask equipped with condensor and magnetic stirrer was added 5 mls of anhydrous tetrahydrofuran and 1.06 mls of butyl chloride and 5 mls of dry toluene. This mixture was heated with stirring at 70° C. for about two hours. A solution of 4.44 gms of 1,1-dimethoxy-9-chloro nonane in 50 mls of toluene was added all at once. The temperature was maintained at 75°±5° for one and one quarter hours. The Grignard reagent was decanted into another flask and 3.1... Reactants: CC(C)=O, CN(C)S(=O)(=O)n1ncc2nc(-c3c(F)cccc3F)c3cc(C=O)ccc3c21, [K+], O=[Mn](=O)(=O)[O-], O. The product is CN(C)S(=O)(=O)n1ncc2nc(-c3c(F)cccc3F)c3cc(C(=O)O)ccc3c21. Reaction SMILES: [CH3:36][C:37](=[O:38])[CH3:39].[F:1][c:2]1[c:3](-[c:9]2[n:10][c:11]3[c:12]([c:13]4[cH:14][cH:15][c:16]([CH:19]=[O:20])[cH:17][c:18]24)[n:21]([S:24](=[O:25])(=[O:26])[N:27]([CH3:28])[CH3:29])[n:22][cH:23]3)[c:4]([F:8])[cH:5][cH:6][cH:7]1.[K+:35].[Mn:30](=[O:31])([O-:32])(=[O:33])=[O:34].[OH2:40]>>[F:1][c:2]1[c:3](-[c:9]2[n:10][c:11]3[c:12]([c:13]4[cH:14][cH:15][c:16]([C:19](=[O:20])[OH:31])[cH:17][c:18]24)[n:21]([S:24](=[O:25])(=[O:26])[N:27]([CH3:28])[CH3:29])[n:22][cH:23]3)[c:4]([F:8])[cH:5][cH:6][cH:7]1.